From a dataset of the Open Reaction Database (ORD), a public repository of structured organic reaction records. describe an organic reaction: reactants, conditions, products, and yield Starting materials: CC(C)C(=O)Cl, ClCCl, O, Cl[Sn](Cl)(Cl)Cl, O=C1c2ccccc2C(=O)N1n1cccc1. The product is CC(C)C(=O)c1cccn1N1C(=O)c2ccccc2C1=O. Reaction SMILES: [C:1]([CH:2]([CH3:3])[CH3:4])(=[O:5])[Cl:6].[Cl:29][CH2:30][Cl:31].[OH2:28].[Sn:7]([Cl:8])([Cl:9])([Cl:10])[Cl:11].[n:12]1([N:17]2[C:18](=[O:27])[c:19]3[cH:20][cH:21][cH:22][cH:23][c:24]3[C:25]2=[O:26])[cH:13][cH:14][cH:15][cH:16]1>>[C:1]([CH:2]([CH3:3])[CH3:4])(=[O:5])[c:13]1[n:12]([N:17]2[C:18](=[O:27])[c:19]3[cH:20][cH:21][cH:22][cH:23][c:24]3[C:25]2=[O:26])[cH:16][cH:15][cH:14]1. Starting materials: C1(=CC=CC=C1)C=1N=C(OC1C1=CC=CC=C1)C1[C@@H](CCCC1)CC=1C=C(N)C=CC1 ((S)-3-{[2-(4,5-diphenyloxazol-2-yl)-1-cyclohexyl]methyl}aniline), N1=CC=CC=C1 (pyridine), CS(=O)(=O)Cl (MsCl). Run in ClCCl (dichloromethane). Conditions: time 2 hour. The product is C1(=CC=CC=C1)C=1N=C(OC1C1=CC=CC=C1)C1[C@@H](CCCC1)CC=1C=C(C=CC1)NS(=O)(=O)C ((S)-N-{3-{[2-(4,5-diphenyloxazol-2-yl)-1-cyclohexyl]methyl}phenyl}-methanesulfonamide). Reaction SMILES: [C:1]1([C:7]2[N:8]=[C:9]([CH:18]3[CH2:23][CH2:22][CH2:21][CH2:20][C@H:19]3[CH2:24][C:25]3[CH:26]=[C:27]([CH:29]=[CH:30][CH:31]=3)[NH2:28])[O:10][C:11]=2[C:12]2[CH:17]=[CH:16][CH:15]=[CH:14][CH:13]=2)[CH:6]=[CH:5][CH:4]=[CH:3][CH:2]=1.N1C=CC=CC=1.[CH3:38][S:39](Cl)(=[O:41])=[O:40]>ClCCl>[C:1]1([C:7]2[N:8]=[C:9]([CH:18]3[CH2:23][CH2:22][CH2:21][CH2:20][C@H:19]3[CH2:24][C:25]3[CH:26]=[C:27]([NH:28][S:39]([CH3:38])(=[O:41])=[O:40])[CH:29]=[CH:30][CH:31]=3)[O:10][C:11]=2[C:12]2[CH:17]=[CH:16][CH:15]=[CH:14][CH:13]=2)[CH:2]=[CH:3][CH:4]=[CH:5][CH:6]=1. Reported procedure: To a solution of (S)-3-{[2-(4,5-diphenyloxazol-2-yl)-1-cyclohexyl]methyl}aniline (70 mg) in dichloromethane (10 ml) were added pyridine (1 ml) and MsCl (0.032 ml). After stirred for 2 hours at the room temperature, the mixture was partitioned between ethyl acetate and water and the organic layer was washed with 1N-HCl, sat. NaHCO3, and brine. The dried solvent was evaporated in vacuo and the obtained solid was washed with ether to afford (S)-N-{3-{[2-(4,5-diphenyloxazol-2-yl)-1-cyclohexyl]methyl... Starting materials: COCCN(S(=O)(=O)C1=CC=C(C=C1)[N+](=O)[O-])C (N-(2-Methoxyethyl)-N-methyl-4-nitrobenzenesulphonamide). As a reaction SMILES: [CH3:1][O:2][CH2:3][CH2:4][N:5]([CH3:18])[S:6]([C:9]1[CH:14]=[CH:13][C:12]([N+:15]([O-])=O)=[CH:11][CH:10]=1)(=[O:8])=[O:7]>C(O)C.[Pd]>[CH3:1][O:2][CH2:3][CH2:4][N:5]([CH3:18])[S:6]([C:9]1[CH:14]=[CH:13][C:12]([NH2:15])=[CH:11][CH:10]=1)(=[O:8])=[O:7]. Procedure details: N-(2-Methoxyethyl)-N-methyl-4-nitrobenzenesulphonamide (Method 10; 3.88 g) was reduced by hydrogenation in ethanol (100 ml) over 10% palladium on carbon (400 mg) at 3 bar pressure. The catalyst was removed by filtration and the volatiles evaporated to give the title compound (3.2 g). M/z: 245. Isolated yield 92.6%. The product is COCCN(S(=O)(=O)C1=CC=C(N)C=C1)C (4-[N-(2-Methoxyethyl)-N-(methyl)sulphamoyl]aniline). Run in C(C)O (ethanol). The reagents and catalysts are [Pd] (palladium on carbon). The reactants are N(=[N+]=[N-])[C@H](C(=O)O)[C@@H](C1=CC=C(C=C1)Cl)C1=CC2=C(OCO2)C=C1 ((2S,3S)-2-azido-3-(benzo[d][1,3]dioxol-5-yl)-3-(4-chlorophenyl)propanoic acid), NC1=C(CC[C@@H]2CN([C@@H](CO2)COC(NCC(F)(F)F)=O)C(=O)OC(C)(C)C)C(=CC=C1)F ((2R,5S)-tert-butyl 2-(2-amino-6-fluorophenethyl)-5-((((2,2,2-trifluoroethyl)carbamoyl)oxy)methyl)morpholine-4-carboxylate). Yields the product O1COC2=C1C=CC(=C2)[C@@H]([C@H](NC(=O)OC)C(=O)NC2=C(C(=CC=C2)F)CC[C@@H]2CN[C@@H](CO2)COC(NCC(F)(F)F)=O)C2=CC=C(C=C2)Cl ((βS)-β-1,3-Benzodioxol-5-yl-4-chloro-N-(3-fluoro-2-{2-[(2R,5S)-5-({[(2,2,2-trifluoroethyl)carbamoyl]oxy}methyl)morpholin-2-yl]ethyl}phenyl)-Nα-(methoxycarbonyl)-L-phenylalaninamide). Reaction SMILES: [N:1]([C@@H:4]([C@H:8]([C:16]1[CH:24]=[CH:23][C:19]2[O:20][CH2:21][O:22][C:18]=2[CH:17]=1)[C:9]1[CH:14]=[CH:13][C:12]([Cl:15])=[CH:11][CH:10]=1)[C:5](O)=[O:6])=[N+]=[N-].[NH2:25][C:26]1[CH:56]=[CH:55][CH:54]=[C:53]([F:57])[C:27]=1[CH2:28][CH2:29][C@H:30]1[O:35][CH2:34][C@@H:33]([CH2:36][O:37][C:38](=[O:45])[NH:39][CH2:40][C:41]([F:44])([F:43])[F:42])[N:32](C(OC(C)(C)C)=O)[CH2:31]1>>[O:20]1[C:19]2[CH:23]=[CH:24][C:16]([C@H:8]([C:9]3[CH:14]=[CH:13][C:12]([Cl:15])=[CH:11][CH:10]=3)[C@@H:4]([C:5]([NH:25][C:26]3[CH:56]=[CH:55][CH:54]=[C:53]([F:57])[C:27]=3[CH2:28][CH2:29][C@H:30]3[O:35][CH2:34][C@@H:33]([CH2:36][O:37][C:38](=[O:45])[NH:39][CH2:40][C:41]([F:43])([F:44])[F:42])[NH:32][CH2:31]3)=[O:6])[NH:1][C:21]([O:20][CH3:19])=[O:22])=[CH:17][C:18]=2[O:22][CH2:21]1. Procedure details: The title compound was prepared from (2S,3S)-2-azido-3-(benzo[d][1,3]dioxol-5-yl)-3-(4-chlorophenyl)propanoic acid (Example 1010, step 1) and the product of step 4 of Example 99 using the procedures given in steps 2 and 3 of Example 93 and steps 1 and 2 of Example 91. MS (ES) m/z=739 (M+H)+. Reactants: COC=1C=C2C(=NC=NC2=CC1OCCCN1CCOCC1)OC1=CC=CC=C1 (6-Methoxy-7-(3-morpholinopropoxy)-4-phenoxyquinazoline). Run in Cl (hydrochloric acid). Yields the product COC=1C=C2C(NC=NC2=CC1OCCCN1CCOCC1)=O (6-methoxy-7-(3-morpholinopropoxy)-3,4-dihydroquinazolin-4-one). The yield is 89.1%. Reaction SMILES: [CH3:1][O:2][C:3]1[CH:4]=[C:5]2[C:10](=[CH:11][C:12]=1[O:13][CH2:14][CH2:15][CH2:16][N:17]1[CH2:22][CH2:21][O:20][CH2:19][CH2:18]1)[N:9]=[CH:8][N:7]=[C:6]2[O:23]C1C=CC=CC=1>Cl>[CH3:1][O:2][C:3]1[CH:4]=[C:5]2[C:10](=[CH:11][C:12]=1[O:13][CH2:14][CH2:15][CH2:16][N:17]1[CH2:22][CH2:21][O:20][CH2:19][CH2:18]1)[N:9]=[CH:8][NH:7][C:6]2=[O:23]. Procedure details: 6-Methoxy-7-(3-morpholinopropoxy)-4-phenoxyquinazoline (33.08 g, 84 mmol) was dissolved in 6M aqueous hydrochloric acid (800 ml) and heated at reflux for 1.5 hours. The reaction mixture was decanted and concentrated to 250 ml then basified (pH9) with saturated aqueous sodium hydrogen carbonate solution. The aqueous layer was extracted with dichloromethane (4×400 ml), the organic layer was separated and filtered through phase separating paper. The solid was triturated with ethyl acetate to give 6... Reactants: C(\C=C/C(=O)O)(=O)O (Maleic acid), NC1=C2C(=NC=N1)N(N=C2C2=CC(=C(C=C2)NS(=O)(=O)C2=CC=C(C=C2)F)F)C2CCC(CC2)N2CCN(CC2)C (N1-(4-{4-amino-1-[4-(4-methylpiperazino)cyclohexyl]-1H-pyrazolo[3,4-d]pyrimidin-3-yl}-2-fluorophenyl)-4-fluoro-1-benzenesulfonamide). Solvent: C(C)O (ethanol). Yields the product C(\C=C/C(=O)O)(=O)O.C(\C=C/C(=O)O)(=O)O.NC1=C2C(=NC=N1)N(N=C2C2=CC(=C(C=C2)NS(=O)(=O)C2=CC=C(C=C2)F)F)C2CCC(CC2)N2CCN(CC2)C (N1-(4-{4-amino-1-[4-(4-methylpiperazino)cyclohexyl]-1H-pyrazolo[3,4-d]pyrimidin-3-yl}-2-fluorophenyl)-4-fluoro-1-benzenesulfonamide di maleate salt). The yield is 108.9%. RXN SMILES: [C:1]([OH:8])(=[O:7])/[CH:2]=[CH:3]\[C:4]([OH:6])=[O:5].[NH2:9][C:10]1[N:15]=[CH:14][N:13]=[C:12]2[N:16]([CH:37]3[CH2:42][CH2:41][CH:40]([N:43]4[CH2:48][CH2:47][N:46]([CH3:49])[CH2:45][CH2:44]4)[CH2:39][CH2:38]3)[N:17]=[C:18]([C:19]3[CH:24]=[CH:23][C:22]([NH:25][S:26]([C:29]4[CH:34]=[CH:33][C:32]([F:35])=[CH:31][CH:30]=4)(=[O:28])=[O:27])=[C:21]([F:36])[CH:20]=3)[C:11]=12>C(O)C>[C:1]([OH:8])(=[O:7])/[CH:2]=[CH:3]\[C:4]([OH:6])=[O:5].[C:1]([OH:8])(=[O:7])/[CH:2]=[CH:3]\[C:4]([OH:6])=[O:5].[NH2:9][C:10]1[N:15]=[CH:14][N:13]=[C:12]2[N:16]([CH:37]3[CH2:38][CH2:39][CH:40]([N:43]4[CH2:48][CH2:47][N:46]([CH3:49])[CH2:45][CH2:44]4)[CH2:41][CH2:42]3)[N:17]=[C:18]([C:19]3[CH:24]=[CH:23][C:22]([NH:25][S:26]([C:29]4[CH:34]=[CH:33][C:32]([F:35])=[CH:31][CH:30]=4)(=[O:28])=[O:27])=[C:21]([F:36])[CH:20]=3)[C:11]=12 |f:3.4.5|. Procedure: A mixture of 3-(4-amino-3-fluorophenyl)-1-[4-(4-methylpiperazino)cyclohexyl]-1H-pyrazolo[3,4-d]pyrimidin-4-amine (Intermediate T) (107 mg, 0.252 mmol) and 4-fluorobenzenesulfonyl chloride (49 mg, 0.252 mmol) in pyridine (2.5 mL) was heated at 40° C. for 20 h. Additional 4-fluorobenzenesulfonyl chloride (15 mg, 0.063 mmol and 10 mg, 0.051 mmol) was added over 24 h. The reaction mixture was concentrated under reduced pressure to give an orange oil (220 mg, 0.378 mmol). The crude oil was purified b... Starting materials: S(=O)(Cl)Cl (thionyl chloride), N1=CC(=CC=C1)CCCCCCCCO (3-pyridineoctanol). The solvent is C(Cl)Cl (methylene chloride), C(Cl)Cl (methylene chloride). Product: ClCCCCCCCCC=1C=NC=CC1 (3-(8-chlorooctyl)pyridine). As a reaction SMILES: [N:1]1[CH:6]=[CH:5][CH:4]=[C:3]([CH2:7][CH2:8][CH2:9][CH2:10][CH2:11][CH2:12][CH2:13][CH2:14]O)[CH:2]=1.S(Cl)([Cl:18])=O>C(Cl)Cl>[Cl:18][CH2:14][CH2:13][CH2:12][CH2:11][CH2:10][CH2:9][CH2:8][CH2:7][C:3]1[CH:2]=[N:1][CH:6]=[CH:5][CH:4]=1. Reported procedure: A 3-L flask equipped with a mechanical stirrer, thermometer, and addition funnel was charged with 145.8 g of 3-pyridineoctanol and 1.0 L of methylene chloride. The solution was cooled in an ice bath and 72 mL of thionyl chloride, diluted to 500 mL with methylene chloride, was added dropwise over 15 minutes. The cooling bath was removed and the mixture was heated at a gentle reflux for 1.0 hour. The mixture was again cooled in an ice bath and treated with 750 mL of 3N sodium hydroxide. The separa...